From a dataset of the Open Reaction Database (ORD), a public repository of structured organic reaction records. describe an organic reaction: reactants, conditions, products, and yield Reactants: C(=O)(OC(C)(C)C)N1C(O[C@H]([C@@H]1CCC1CCCCC1)CCC1(S(CCCS1(=O)=O)(=O)=O)C(=O)OCC)(C)C (2-[2-((4S,5S)-3-BOC-4-cyclohexylethyl-2,2-dimethyl-5-oxazolidinyl)-ethyl]-2-ethoxycarbonyl-1,3-dithiane 1,1,3,3-tetroxide), [OH-].[Na+] (NaOH), O1CCOCC1 (dioxane). As a reaction SMILES: [C:1]([N:8]1[C@@H:12]([CH2:13]CC2CCCCC2)[C@H:11]([CH2:21][CH2:22][C:23]2([C:33]([O:35]CC)=[O:34])[S:28](=[O:30])(=[O:29])[CH2:27][CH2:26][CH2:25][S:24]2(=[O:32])=[O:31])[O:10][C:9]1([CH3:39])[CH3:38])([O:3][C:4]([CH3:7])([CH3:6])[CH3:5])=[O:2].[OH-].[Na+].O1[CH2:47][CH2:46]OCC1>>[C:1]([N:8]1[C@@H:12]([CH2:13][CH:47]2[CH2:46][CH2:13][CH2:12][CH2:11][CH2:21]2)[C@H:11]([CH2:21][CH2:22][C:23]2([C:33]([OH:35])=[O:34])[S:28](=[O:29])(=[O:30])[CH2:27][CH2:26][CH2:25][S:24]2(=[O:31])=[O:32])[O:10][C:9]1([CH3:39])[CH3:38])([O:3][C:4]([CH3:7])([CH3:5])[CH3:6])=[O:2] |f:1.2|. Run at time 3 hour. Yields the product C(=O)(OC(C)(C)C)N1C(O[C@H]([C@@H]1CC1CCCCC1)CCC1(S(CCCS1(=O)=O)(=O)=O)C(=O)O)(C)C (2-[2-((4S,5S)-3-BOC-4-cyclohexylmethyl-2,2-dimethyl-5-oxazolidinyl)-ethyl]-2-carboxy-1,3-dithiane 1,1,3,3-tetroxide). Reported procedure: A mixture of 1 g of 2-[2-((4S,5S)-3-BOC-4-cyclohexylethyl-2,2-dimethyl-5-oxazolidinyl)-ethyl]-2-ethoxycarbonyl-1,3-dithiane 1,1,3,3-tetroxide, 50 ml of dioxane and 20 ml of 2 N NaOH (aqueous) is stirred at 20° for 3 h. The usual working up gives 2-[2-((4S,5S)-3-BOC-4-cyclohexylmethyl-2,2-dimethyl-5-oxazolidinyl)-ethyl]-2-carboxy-1,3-dithiane 1,1,3,3-tetroxide. Reactants: FC1=C(CN(C(COC2=CC=C(C=C2)C[C@@H](C(=O)OCC)OCC)=O)CCCCCCC)C=CC(=C1)F (ethyl(2S)-3-(4-{2-[(2,4-difluorobenzyl)(heptyl)amino]-2-oxoethoxy}phenyl)-2-ethoxypropanoate), O (water), [OH-].[Li+] (lithium hydroxide). The solvent is C1CCOC1 (THF). Conditions: time 8 hour. Product: FC1=C(CN(C(COC2=CC=C(C=C2)C[C@@H](C(=O)O)OCC)=O)CCCCCCC)C=CC(=C1)F ((2S)-3-(4-{2-[(2,4-Difluorobenzyl)(heptyl)amino]-2-oxoethoxy}phenyl)-2-ethoxypropanoic acid). The yield is 99.5%. RXN SMILES: [F:1][C:2]1[CH:36]=[C:35]([F:37])[CH:34]=[CH:33][C:3]=1[CH2:4][N:5]([CH2:26][CH2:27][CH2:28][CH2:29][CH2:30][CH2:31][CH3:32])[C:6](=[O:25])[CH2:7][O:8][C:9]1[CH:14]=[CH:13][C:12]([CH2:15][C@H:16]([O:22][CH2:23][CH3:24])[C:17]([O:19]CC)=[O:18])=[CH:11][CH:10]=1.O.[OH-].[Li+]>C1COCC1>[F:1][C:2]1[CH:36]=[C:35]([F:37])[CH:34]=[CH:33][C:3]=1[CH2:4][N:5]([CH2:26][CH2:27][CH2:28][CH2:29][CH2:30][CH2:31][CH3:32])[C:6](=[O:25])[CH2:7][O:8][C:9]1[CH:14]=[CH:13][C:12]([CH2:15][C@H:16]([O:22][CH2:23][CH3:24])[C:17]([OH:19])=[O:18])=[CH:11][CH:10]=1 |f:2.3|. Procedure: To a solution of ethyl(2S)-3-(4-{2-[(2,4-difluorobenzyl)(heptyl)amino]-2-oxoethoxy}phenyl)-2-ethoxypropanoate (0.047 g, 0.090 mmol) in THF (2.0 mL) was added water (2.0 mL) and lithium hydroxide (0.010 mg, 0.42 mmol) and the reaction mixture was stirred at room temperature overnight. The reaction mixture was concentrated in vacuo, acidified with 2M HCl, and extracted with ethyl acetate (4×25 mL). The combined organic phase was washed with brine (25 m]L), dried over Na2SO4, and concentrated in va... Reactants: C1CCNCC1, ClCCl, COc1cc(C(=O)NCCCNC(=O)OCC2c3ccccc3-c3ccccc32)ccc1Nc1ncc2c(n1)N(C1CCCC1)CC(F)(F)C(=O)N2C. Yields the product COc1cc(C(=O)NCCCN)ccc1Nc1ncc2c(n1)N(C1CCCC1)CC(F)(F)C(=O)N2C. RXN SMILES: [CH2:54]1[CH2:55][CH2:56][NH:57][CH2:58][CH2:59]1.[Cl:60][CH2:61][Cl:62].[cH:1]1[c:2]2[c:14]([cH:15][cH:16][cH:53]1)-[c:9]1[c:8]([cH:13][cH:12][cH:11][cH:10]1)[CH:3]2[CH2:4][O:5][C:6](=[O:7])[NH:17][CH2:18][CH2:19][CH2:20][NH:21][C:22]([c:23]1[cH:24][c:25]([O:50][CH3:51])[c:26]([NH:29][c:30]2[n:31][cH:32][c:33]3[c:34]([n:49]2)[N:35]([CH:44]2[CH2:45][CH2:46][CH2:47][CH2:48]2)[CH2:36][C:37]([F:42])([F:43])[C:38](=[O:41])[N:39]3[CH3:40])[cH:27][cH:28]1)=[O:52]>>[NH2:17][CH2:18][CH2:19][CH2:20][NH:21][C:22]([c:23]1[cH:24][c:25]([O:50][CH3:51])[c:26]([NH:29][c:30]2[n:31][cH:32][c:33]3[c:34]([n:49]2)[N:35]([CH:44]2[CH2:45][CH2:46][CH2:47][CH2:48]2)[CH2:36][C:37]([F:42])([F:43])[C:38](=[O:41])[N:39]3[CH3:40])[cH:27][cH:28]1)=[O:52]. Solvent: CO (methanol), C(C)(=O)OCC (ethyl acetate). The reactants are C(=O)NC=1SC(=C(N1)C(C(=O)NC1[C@@H]2N(C(=C(CS2)CSC=2SC=NN2)C(=O)O)C1=O)=NOCC(=O)OC(C)(C)C)Cl (7-[2-(2-formamido-5-chlorothiazol-4-yl)-2-tert-butoxycarbonylmethoxyiminoacetamido]-3-(1,3,4-thiadiazol-2-yl)thiomethyl-3-cephem-4-carboxylic acid), Cl (hydrochloric acid), O (water), C([O-])(O)=O.[Na+] (sodium bicarbonate). Product: NC=1SC(=C(N1)C(C(=O)NC1[C@@H]2N(C(=C(CS2)CSC=2SC=NN2)C(=O)O)C1=O)=NOCC(=O)OC(C)(C)C)Cl (7-[2-(2-amino-5-chlorothiazol-4-yl)-2-tert-butoxycarbonylmethoxyiminoacetamido]-3-(1,3,4-thiadiazol-2-yl)thiomethyl-3-cephem-4-carboxylic acid). Reaction SMILES: C([NH:3][C:4]1[S:5][C:6]([Cl:42])=[C:7]([C:9](=[N:32][O:33][CH2:34][C:35]([O:37][C:38]([CH3:41])([CH3:40])[CH3:39])=[O:36])[C:10]([NH:12][CH:13]2[C:30](=[O:31])[N:15]3[C:16]([C:27]([OH:29])=[O:28])=[C:17]([CH2:20][S:21][C:22]4[S:23][CH:24]=[N:25][N:26]=4)[CH2:18][S:19][C@H:14]23)=[O:11])[N:8]=1)=O.Cl.O.C(=O)(O)[O-].[Na+]>CO.C(OCC)(=O)C>[NH2:3][C:4]1[S:5][C:6]([Cl:42])=[C:7]([C:9](=[N:32][O:33][CH2:34][C:35]([O:37][C:38]([CH3:40])([CH3:39])[CH3:41])=[O:36])[C:10]([NH:12][CH:13]2[C:30](=[O:31])[N:15]3[C:16]([C:27]([OH:29])=[O:28])=[C:17]([CH2:20][S:21][C:22]4[S:23][CH:24]=[N:25][N:26]=4)[CH2:18][S:19][C@H:14]23)=[O:11])[N:8]=1 |f:3.4|. Procedure: A mixture of 7-[2-(2-formamido-5-chlorothiazol-4-yl)-2-tert-butoxycarbonylmethoxyiminoacetamido]-3-(1,3,4-thiadiazol-2-yl)thiomethyl-3-cephem-4-carboxylic acid (syn isomer) (3.6 g) in methanol (36 ml) and conc. hydrochloric acid (1.1 g) was stirred for 3.0 hours at ambient temperature. The reaction mixture was added to water and ethyl acetate, and adjusted to pH 7.5 with a saturated aqueous solution of sodium bicarbonate. The aqueous layer was separated and adjusted to pH 3.0 with 10% aqueous hy... Yield: 75.9%. Reaction conditions: time 3 hour. Reactants: C1(=CC=C(C=C1)S(=O)(=O)Cl)C (p-toluenesulfonyl chloride), O[C@@](C([C@H](CC1=CC=CC=C1)NC([C@H](COC)NC([C@H](COC)NC(=O)C1=CN=C(S1)C)=O)=O)=O)(CO)C (N—((S)-1-(((S)-1-(((2 S,4R)-4,5-dihydroxy-4-methyl-3-oxo-1-phenylpentan-2-yl)amino)-3-methoxy-1-oxopropan-2-yl)amino)-3-methoxy-1-oxopropan-2-yl)-2-methylthiazole-5-carboxamide). Yields the product CC1=CC=C(C=C1)S(=O)(=O)OC[C@@](C([C@H](CC1=CC=CC=C1)NC([C@H](COC)NC([C@H](COC)NC(=O)C1=CN=C(S1)C)=O)=O)=O)(C)O ((2R,4S)-2-hydroxy-4-((S)-3-methoxy-2-((S)-3-methoxy-2-(2-methylthiazole-5-carboxamido)propanamido)propanamido)-2-methyl-3-oxo-5-phenylpentyl 4-methylbenzenesulfonate). Reaction SMILES: [C:1]1([CH3:11])[CH:6]=[CH:5][C:4]([S:7](Cl)(=[O:9])=[O:8])=[CH:3][CH:2]=1.[OH:12][C@:13]([CH3:49])([CH2:47][OH:48])[C:14](=[O:46])[C@@H:15]([NH:23][C:24](=[O:45])[C@@H:25]([NH:29][C:30](=[O:44])[C@@H:31]([NH:35][C:36]([C:38]1[S:42][C:41]([CH3:43])=[N:40][CH:39]=1)=[O:37])[CH2:32][O:33][CH3:34])[CH2:26][O:27][CH3:28])[CH2:16][C:17]1[CH:22]=[CH:21][CH:20]=[CH:19][CH:18]=1>>[CH3:11][C:1]1[CH:6]=[CH:5][C:4]([S:7]([O:48][CH2:47][C@:13]([OH:12])([CH3:49])[C:14](=[O:46])[C@@H:15]([NH:23][C:24](=[O:45])[C@@H:25]([NH:29][C:30](=[O:44])[C@@H:31]([NH:35][C:36]([C:38]2[S:42][C:41]([CH3:43])=[N:40][CH:39]=2)=[O:37])[CH2:32][O:33][CH3:34])[CH2:26][O:27][CH3:28])[CH2:16][C:17]2[CH:18]=[CH:19][CH:20]=[CH:21][CH:22]=2)(=[O:9])=[O:8])=[CH:3][CH:2]=1. Procedure details: Prepared according to procedures described above, by reacting p-toluenesulfonyl chloride with N—((S)-1-(((S)-1-(((2 S,4R)-4,5-dihydroxy-4-methyl-3-oxo-1-phenylpentan-2-yl)amino)-3-methoxy-1-oxopropan-2-yl)amino)-3-methoxy-1-oxopropan-2-yl)-2-methylthiazole-5-carboxamide. MS for C32H40N4O10S2 m/z: 705 (M+H)+.